The task is: describe an organic reaction: reactants, conditions, products, and yield. This data is from the Open Reaction Database (ORD), a public repository of structured organic reaction records. Reported procedure: Following the procedure for the preparation of N-[(cis)-1-acetyl-4-ethoxypyrrolidin-3-yl]-5-(2,4-dichlorophenyl)-3,6-diethylpyrazin-2-amine but substituting ethyl chloroformate and making non-critical variations provided the title compound as an oil: Reactants: C(C)(=O)N1C[C@H]([C@H](C1)OCC)NC1=NC(=C(N=C1CC)C1=C(C=C(C=C1)Cl)Cl)CC (N-[(cis)-1-acetyl-4-ethoxypyrrolidin-3-yl]-5-(2,4-dichlorophenyl)-3,6-diethylpyrazin-2-amine), ClC(=O)OCC (ethyl chloroformate). The product is ClC1=C(C=CC(=C1)Cl)C=1N=C(C(=NC1CC)N[C@@H]1CN(C[C@@H]1OCC)C(=O)OCC)CC (ethyl (cis)-3-{[5-(2,4-dichlorophenyl)-3,6-diethylpyrazin-2-yl]amino}-4-ethoxypyrrolidine-1-carboxylate). Reaction SMILES: C([N:4]1[CH2:8][C@H:7]([O:9][CH2:10][CH3:11])[C@H:6]([NH:12][C:13]2[C:18]([CH2:19][CH3:20])=[N:17][C:16]([C:21]3[CH:26]=[CH:25][C:24]([Cl:27])=[CH:23][C:22]=3[Cl:28])=[C:15]([CH2:29][CH3:30])[N:14]=2)[CH2:5]1)(=O)C.Cl[C:32]([O:34][CH2:35][CH3:36])=[O:33]>>[Cl:28][C:22]1[CH:23]=[C:24]([Cl:27])[CH:25]=[CH:26][C:21]=1[C:16]1[N:17]=[C:18]([CH2:19][CH3:20])[C:13]([NH:12][C@H:6]2[C@@H:7]([O:9][CH2:10][CH3:11])[CH2:8][N:4]([C:32]([O:34][CH2:35][CH3:36])=[O:33])[CH2:5]2)=[N:14][C:15]=1[CH2:29][CH3:30]. Reactants: ClC1=CC=C(C=C1)N1C(=NC(=C1SC)C(=O)OC(C)(C)C)C1=C(C=C(C=C1)Cl)Cl (tert-butyl 1-(4-chlorophenyl)-2-(2,4-dichlorophenyl)-5-methylsulfanyl-1H-imidazole-4-carboxylate), C(=O)(C(F)(F)F)O (TFA). Solvent: C(Cl)Cl (CH2Cl2). Yields the product ClC1=CC=C(C=C1)N1C(=NC(=C1SC)C(=O)O)C1=C(C=C(C=C1)Cl)Cl (1-(4-chlorophenyl)-2-(2,4-dichlorophenyl)-5-methylsulfanyl-1H-imidazole-4-carboxylic acid). Yield: 98.0%. As a reaction SMILES: [Cl:1][C:2]1[CH:7]=[CH:6][C:5]([N:8]2[C:12]([S:13][CH3:14])=[C:11]([C:15]([O:17]C(C)(C)C)=[O:16])[N:10]=[C:9]2[C:22]2[CH:27]=[CH:26][C:25]([Cl:28])=[CH:24][C:23]=2[Cl:29])=[CH:4][CH:3]=1.C(O)(C(F)(F)F)=O>C(Cl)Cl>[Cl:1][C:2]1[CH:7]=[CH:6][C:5]([N:8]2[C:12]([S:13][CH3:14])=[C:11]([C:15]([OH:17])=[O:16])[N:10]=[C:9]2[C:22]2[CH:27]=[CH:26][C:25]([Cl:28])=[CH:24][C:23]=2[Cl:29])=[CH:4][CH:3]=1. Reported procedure: To a magnetically stirred solution of tert-butyl 1-(4-chlorophenyl)-2-(2,4-dichlorophenyl)-5-methylsulfanyl-1H-imidazole-4-carboxylate (4.00 g, 8.53 mmol) in CH2Cl2 (60 ml) was added excess TFA (8.40 ml, 0.111 mol). The solution was reacted at room temperature for 16 hours and subsequently concentrated in vacuo. Water was added and the formed precipitate was collected by filtration and subsequently dried to give 1-(4-chlorophenyl)-2-(2,4-dichlorophenyl)-5-methylsulfanyl-1H-imidazole-4-carboxylic... The reactants are CO (methanol), C[O-].[Na+] (sodium methoxide), CC(C)=CCC\C(\C)=C\CO (geraniol), COC(CN(CC(OC)=O)CC(=O)OC)=O (N,N-bis(2-methoxy-2-oxoethyl)glycine methyl ester). The solvent is C1(=CC=CC=C1)C (toluene). Run at time 1 hour. The product is C(\C=C(/C)\CCC=C(C)C)OC(CN(CC(OC\C=C(/C)\CCC=C(C)C)=O)CC(=O)OC\C=C(/C)\CCC=C(C)C)=O (N,N-bis(2-geranyloxy-2-oxoethyl)glycine geranyl ester). As a reaction SMILES: [CH3:1][O:2][C:3](=[O:16])[CH2:4][N:5]([CH2:11][C:12]([O:14][CH3:15])=[O:13])[CH2:6][C:7](=[O:10])[O:8][CH3:9].C[O-].[Na+].[CH3:20][C:21](=[CH:23][CH2:24][CH2:25]/[C:26](=[CH:28]/CO)/[CH3:27])[CH3:22].CO>C1(C)C=CC=CC=1>[CH2:15]([O:14][C:12](=[O:13])[CH2:11][N:5]([CH2:4][C:3]([O:2][CH2:1]/[CH:28]=[C:26](/[CH2:25][CH2:24][CH:23]=[C:21]([CH3:20])[CH3:22])\[CH3:27])=[O:16])[CH2:6][C:7](=[O:10])[O:8][CH2:9]/[CH:20]=[C:21](/[CH2:23][CH2:24][CH:25]=[C:26]([CH3:28])[CH3:27])\[CH3:22])/[CH:20]=[C:21](/[CH2:23][CH2:24][CH:25]=[C:26]([CH3:27])[CH3:28])\[CH3:22] |f:1.2|. Procedure: To a mixture of N,N-bis(2-methoxy-2-oxoethyl)glycine methyl ester (7.0 g, 30 mmol, 1 eq) in toluene (80 ml) under argon was slowly added some sodium methoxide (0.49 g, 0.009 mol, 3*0.10 eq) and geraniol (14.57 g, 95 mmol, 3*1.05 eq). The mixture was heated under vacuum (10 mm Hg) and the methanol produced by the transesterification reaction is distilled with toluene over two hours after which the reaction appeared completed by 1H NMR. Any remaining toluene is evaporated under vacuum. Diethyl eth...